This data is from the Open Reaction Database (ORD), a public repository of structured organic reaction records. The task is: describe an organic reaction: reactants, conditions, products, and yield The reactants are C(=O)(N1C=NC=C1)N1C=NC=C1 (Carbonyldiimidazole), O1[C@@H](COC2=C1C=CC=C2)C(=O)O ((S)-2,3-dihydro-benzo[1,4]dioxine-2-carboxylic acid), C[C@@]12C3=C(C[C@@H](NCC1)[C@@H]2C)C(=CC=C3)O ((2R,6R,11R)-6,11-dimethyl-1,2,3,4,5,6-hexahydro-2,6-methano-benzo[d]azocin-10-ol). The solvent is ClCCl (dichloromethane), ClCCl (dichloromethane). Run at time 8 hour. Yields the product O1[C@@H](COC2=C1C=CC=C2)C(=O)N2[C@@H]1CC3=C([C@](CC2)([C@H]1C)C)C=C(C=C3)O ([(2S)-2,3-Dihydro-benzo[1,4]dioxin-2-yl]-[(2R,6R,11R)-8-hydroxy-6,11-dimethyl-1,2,5,6-tetrahydro-4H-2,6-methano-benzo[d]azocin-3-yl]-methanone). RXN SMILES: C(N1C=CN=C1)(N1C=CN=C1)=O.[O:13]1[C:18]2[CH:19]=[CH:20][CH:21]=[CH:22][C:17]=2[O:16][CH2:15][C@H:14]1[C:23](O)=[O:24].[CH3:26][C@:27]12[C@@H:35]([CH3:36])[C@H:31]([NH:32][CH2:33][CH2:34]1)[CH2:30][C:29]1[C:37]([OH:41])=[CH:38][CH:39]=[CH:40][C:28]2=1>ClCCl>[O:13]1[C:18]2[CH:19]=[CH:20][CH:21]=[CH:22][C:17]=2[O:16][CH2:15][C@H:14]1[C:23]([N:32]1[CH2:33][CH2:34][C@:27]2([CH3:26])[C@@H:35]([CH3:36])[C@H:31]1[CH2:30][C:40]1[CH:39]=[CH:38][C:37]([OH:41])=[CH:29][C:28]=12)=[O:24]. Procedure: Carbonyldiimidazole (0.47 g) is added to a solution of (S)-2,3-dihydro-benzo[1,4]dioxine-2-carboxylic acid (0.63 g) in dichloromethane (6 mL). The resulting solution is stirred at room temperature for 1 h before (2R,6R,11R)-6,11-dimethyl-1,2,3,4,5,6-hexahydro-2,6-methano-benzo[d]azocin-10-ol is added. The solution is further stirred at room temperature overnight. Then, dichloromethane (30 mL) is added and the resulting solution is washed with water. After drying (Na2SO4), the solvent is evaporat... The reactants are CC(C)(C)OC(=O)N1CCC(C#N)(CC2CC2)CC1, CCO, CCO, [Na+], [OH-], O. Product: CC(C)(C)OC(=O)N1CCC(CN)(CC2CC2)CC1. RXN SMILES: [C:1](#[N:2])[C:3]1([CH2:16][CH:17]2[CH2:18][CH2:19]2)[CH2:4][CH2:5][N:6]([C:9](=[O:10])[O:11][C:12]([CH3:13])([CH3:14])[CH3:15])[CH2:7][CH2:8]1.[CH2:26]([OH:27])[CH3:28].[CH3:22][CH2:23][OH:24].[Na+:21].[OH-:20].[OH2:25]>>[CH2:1]([NH2:2])[C:3]1([CH2:16][CH:17]2[CH2:18][CH2:19]2)[CH2:4][CH2:5][N:6]([C:9](=[O:10])[O:11][C:12]([CH3:13])([CH3:14])[CH3:15])[CH2:7][CH2:8]1.